This data is from the Open Reaction Database (ORD), a public repository of structured organic reaction records. The task is: describe an organic reaction: reactants, conditions, products, and yield Reactants: BrCCc1c[nH]c2ccccc12, C1COCCO1, c1cn[nH]c1. The product is c1ccc2c(CCn3cccn3)c[nH]c2c1. Reaction SMILES: [Br:1][CH2:2][CH2:3][c:4]1[cH:5][nH:6][c:7]2[cH:8][cH:9][cH:10][cH:11][c:12]12.[O:18]1[CH2:19][CH2:20][O:21][CH2:22][CH2:23]1.[nH:13]1[n:14][cH:15][cH:16][cH:17]1>>[CH2:2]([CH2:3][c:4]1[cH:5][nH:6][c:7]2[cH:8][cH:9][cH:10][cH:11][c:12]12)[n:13]1[n:14][cH:15][cH:16][cH:17]1. Starting materials: CC(=O)OC(C)=O, ClCCl, O=C(Cc1ccccc1)NC1C(=O)N2C1SCC(O)C2C(=O)OC(c1ccccc1)c1ccccc1, c1ccncc1. Product: CC(=O)OC1CSC2C(NC(=O)Cc3ccccc3)C(=O)N2C1C(=O)OC(c1ccccc1)c1ccccc1. RXN SMILES: [CH3:43][C:44](=[O:45])[O:46][C:47](=[O:48])[CH3:49].[Cl:50][CH2:51][Cl:52].[c:1]1([CH:7]([c:8]2[cH:9][cH:10][cH:11][cH:12][cH:13]2)[O:14][C:15](=[O:16])[CH:17]2[CH:18]([OH:36])[CH2:19][S:20][CH:21]3[N:22]2[C:23](=[O:35])[CH:24]3[NH:25][C:26]([CH2:27][c:28]2[cH:29][cH:30][cH:31][cH:32][cH:33]2)=[O:34])[cH:2][cH:3][cH:4][cH:5][cH:6]1.[cH:37]1[cH:38][cH:39][n:40][cH:41][cH:42]1>>[c:1]1([CH:7]([c:8]2[cH:9][cH:10][cH:11][cH:12][cH:13]2)[O:14][C:15](=[O:16])[CH:17]2[CH:18]([O:36][C:44]([CH3:43])=[O:45])[CH2:19][S:20][CH:21]3[N:22]2[C:23](=[O:35])[CH:24]3[NH:25][C:26]([CH2:27][c:28]2[cH:29][cH:30][cH:31][cH:32][cH:33]2)=[O:34])[cH:2][cH:3][cH:4][cH:5][cH:6]1.